This data is from the Open Reaction Database (ORD), a public repository of structured organic reaction records. The task is: describe an organic reaction: reactants, conditions, products, and yield The reactants are COCOc1ccc2c(c1)OCC(C)(c1ccc(C(=O)OC)cc1)C2CCCCCCCCCSCCCC(F)(F)C(F)(F)F, CC(C)O, C1CCOC1, O. Yields the product COC(=O)c1ccc(C2(C)COc3cc(O)ccc3C2CCCCCCCCCSCCCC(F)(F)C(F)(F)F)cc1. Reaction SMILES: [CH3:1][O:2][C:3]([c:4]1[cH:5][cH:6][c:7]([C:10]2([CH3:44])[CH2:11][O:12][c:13]3[cH:14][c:15]([O:40][CH2:41][O:42][CH3:43])[cH:16][cH:17][c:18]3[CH:19]2[CH2:20][CH2:21][CH2:22][CH2:23][CH2:24][CH2:25][CH2:26][CH2:27][CH2:28][S:29][CH2:30][CH2:31][CH2:32][C:33]([C:34]([F:35])([F:36])[F:37])([F:38])[F:39])[cH:8][cH:9]1)=[O:45].[CH:47]([OH:48])([CH3:49])[CH3:50].[O:51]1[CH2:52][CH2:53][CH2:54][CH2:55]1.[OH2:46]>>[CH3:1][O:2][C:3]([c:4]1[cH:5][cH:6][c:7]([C:10]2([CH3:44])[CH2:11][O:12][c:13]3[cH:14][c:15]([OH:40])[cH:16][cH:17][c:18]3[CH:19]2[CH2:20][CH2:21][CH2:22][CH2:23][CH2:24][CH2:25][CH2:26][CH2:27][CH2:28][S:29][CH2:30][CH2:31][CH2:32][C:33]([C:34]([F:35])([F:36])[F:37])([F:38])[F:39])[cH:8][cH:9]1)=[O:45]. Reactants: Cl.C(C)OC(CCN)=O (beta-alanine ethyl ester hydrochloride), C1CC(=O)N(C1=O)OC(=O)ON2C(=O)CCC2=O (N,N'-Disuccinimidyl carbonate), [N+](=O)([O-])C=1C=C(C(=O)NCC(=O)O)C=CC1 (3-nitrobenzoyl glycine), N,N-dimethylaminopyridine. The solvent is C([O-])([O-])=O.[K+].[K+] (potassium carbonate), CN(C=O)C (dimethylformamide). Yields the product [N+](=O)([O-])C=1C=C(C=CC1)C(=O)NCC(=O)NCCC(=O)OCC (N-[2-[[(3-nitrophenyl)carbonyl]amino]-1-oxoethyl]-β-alanine, ethyl ester). Isolated yield 97.0%. RXN SMILES: C1C(=O)N(OC(ON2C(=O)CCC2=O)=O)C(=O)C1.[N+:19]([C:22]1[CH:23]=[C:24]([CH:32]=[CH:33][CH:34]=1)[C:25]([NH:27][CH2:28][C:29]([OH:31])=O)=[O:26])([O-:21])=[O:20].Cl.[CH2:36]([O:38][C:39](=[O:43])[CH2:40][CH2:41][NH2:42])[CH3:37]>CN(C)C=O.C(=O)([O-])[O-].[K+].[K+]>[N+:19]([C:22]1[CH:23]=[C:24]([C:25]([NH:27][CH2:28][C:29]([NH:42][CH2:41][CH2:40][C:39]([O:38][CH2:36][CH3:37])=[O:43])=[O:31])=[O:26])[CH:32]=[CH:33][CH:34]=1)([O-:21])=[O:20] |f:2.3,5.6.7|. Procedure: N,N'-Disuccinimidyl carbonate (14 g, 5.5 mmol) was added to 3-nitrobenzoyl glycine (10 g, 4.5 mmol) of Example BB in dry dimethylformamide (30 mL) followed by N,N-dimethylaminopyridine (200 mg). After a period of 1 hour beta-alanine ethyl ester hydrochloride (7 g, 4.6 mmol) in 20% aqueous potassium carbonate (50 mL) was added in one portion. After complete reaction the product was collected by filtration (14 g, 97% yield). 1H-NMR (d6 -DMSO) δ, 1.18 (t, 3H, J=7.2 Hz), 2.46 (t, 2H, J=7.0), 3.34 (q... The reactants are CC=1NC(=CC1C(=S)O)CC (Methyl 5-ethylthiopyrrole-3-carboxylic acid), [OH-].[Na+] (sodium hydroxide). Run in C(C)O (ethanol). Product: C(C)C1=CC(=CN1)C(=S)O (5-ethylthiopyrrole-3-carboxylic acid). Yield: 41.4%. As a reaction SMILES: C[C:2]1[NH:3][C:4]([CH2:10][CH3:11])=[CH:5][C:6]=1[C:7]([OH:9])=[S:8].[OH-].[Na+]>C(O)C>[CH2:10]([C:4]1[NH:3][CH:2]=[C:6]([C:7]([OH:9])=[S:8])[CH:5]=1)[CH3:11] |f:1.2|. Procedure: Methyl 5-ethylthiopyrrole-3-carboxylic acid (100 mg.) was combined with 5 ml. of ethanol and 5 ml. of 1 N sodium hydroxide and heated on a steam bath in an open flask for 1 hour. The aqueous residue was cooled to room temperature and extracted with 2 ml. of ether. The aqueous phase was acidified with conc. hydrochloric acid to yield crystalline 5-ethylthiopyrrole-3-carboxylic acid (38 mg., m.p. 110°-112° C., m/e 171). The reactants are C(C)(C)(C)OC(=O)N1CCNCC1 (piperazine-1-carboxylic acid tert-butyl ester), C([O-])([O-])=O.[K+].[K+] (potassium carbonate), C(C)(=O)N1CCC2=CC(=CC=C12)C(CBr)=O (1-actyl-5-(bromoacetyl)indoline). Run in C(C)#N (acetonitrile). Run at temperature 70 celsius. Yields the product C(C)(=O)N1CCC2=CC(=CC=C12)CCN1CCN(CC1)C(=O)OC(C)(C)C (tert-Butyl 4-(2-(1-acetylindolin-5-yl)ethyl)piperazine-1-carboxylate). Yield: 54.8%. As a reaction SMILES: [C:1]([O:5][C:6]([N:8]1[CH2:13][CH2:12][NH:11][CH2:10][CH2:9]1)=[O:7])([CH3:4])([CH3:3])[CH3:2].C(=O)([O-])[O-].[K+].[K+].[C:20]([N:23]1[C:31]2[C:26](=[CH:27][C:28]([C:32](=O)[CH2:33]Br)=[CH:29][CH:30]=2)[CH2:25][CH2:24]1)(=[O:22])[CH3:21]>C(#N)C>[C:20]([N:23]1[C:31]2[C:26](=[CH:27][C:28]([CH2:32][CH2:33][N:11]3[CH2:12][CH2:13][N:8]([C:6]([O:5][C:1]([CH3:4])([CH3:2])[CH3:3])=[O:7])[CH2:9][CH2:10]3)=[CH:29][CH:30]=2)[CH2:25][CH2:24]1)(=[O:22])[CH3:21] |f:1.2.3|. Procedure details: To a solution of piperazine-1-carboxylic acid tert-butyl ester (0.750 g, 4.03 mmol) in dry acetonitrile (20 mL) grounded potassium carbonate (0.486 mL, 8.05 mmol) was added followed by the product mixture from Example 38a (1.134 g) and the reaction was heated at 70° C. under argon over night. The acetonitrile was evaporated and DCM and water was added. The layers were separated and the aq phase was extracted with DCM (3×). The combined organic phases were dried (Na2SO4), filtered and evaporated.... RXN SMILES: [Cl:1][C:2]1[N:3]=[C:4](Cl)[C:5]2[C:10]([F:11])=[CH:9][N:8]([S:12]([C:15]3[CH:20]=[CH:19][C:18]([CH3:21])=[CH:17][CH:16]=3)(=[O:14])=[O:13])[C:6]=2[N:7]=1.[NH2:23][C:24]1[CH:32]=[CH:31][CH:30]=[C:29]([F:33])[C:25]=1[C:26]([OH:28])=[O:27].Cl>CC(O)C.CCOC(C)=O>[Cl:1][C:2]1[N:3]=[C:4]([NH:23][C:24]2[CH:32]=[CH:31][CH:30]=[C:29]([F:33])[C:25]=2[C:26]([OH:28])=[O:27])[C:5]2[C:10]([F:11])=[CH:9][N:8]([S:12]([C:15]3[CH:20]=[CH:19][C:18]([CH3:21])=[CH:17][CH:16]=3)(=[O:14])=[O:13])[C:6]=2[N:7]=1. The product is ClC=1N=C(C2=C(N1)N(C=C2F)S(=O)(=O)C2=CC=C(C=C2)C)NC2=C(C(=O)O)C(=CC=C2)F (2-({2-chloro-5-fluoro-7-[(4-methylphenyl)sulfonyl]-7H-pyrrolo[2,3-d]pyrimidin-4-yl}amino)-6-fluorobenzoic acid). The reactants are ClC=1N=C(C2=C(N1)N(C=C2F)S(=O)(=O)C2=CC=C(C=C2)C)Cl (2,4-dichloro-5-fluoro-7-[(4-methylphenyl)sulfonyl]-7H-pyrrolo[2,3-d]pyrimidine), NC1=C(C(=O)O)C(=CC=C1)F (2-amino-6-fluorobenzoic acid), Cl (HCl). Procedure details: A slurry of 2,4-dichloro-5-fluoro-7-[(4-methylphenyl)sulfonyl]-7H-pyrrolo[2,3-d]pyrimidine (1.250 g, 3.47 mmol) DIPEA (3.03 mL, 17.35 mmol) and 2-amino-6-fluorobenzoic acid (0.646 g, 4.16 mmol) in iPrOH (30 mL) was heated at 90° C. for 3 h. The resulting mixture was allowed to cool to rt and diluted with EtOAc (100 mL) and a 1N HCl solution (100 mL). The organic layer was washed with a saturated NaHCO3 solution (100 mL) and a saturated NaCl solution (100 mL). The organic layer was diluted with E... The yield is 41.5%. Run in CCOC(=O)C (EtOAc), CC(C)O (iPrOH). Reactants: NC=1C(=C(C(=O)OC)C=CC1Cl)NCCCO (methyl 3-amino-4-chloro-2-[(3-hydroxypropyl)amino]benzoate), ClC1=C(C(=CC(=C1)Cl)C)N=C=S (1,5-dichloro-2-isothiocyanato-3-methylbenzene). The solvent is O1CCCC1 (tetrahydrofuran), C(O)([O-])=O.[Na+] (sodium hydrogen carbonate). Reaction conditions: temperature 60 celsius, time 17 hour. The product is ClC1=C(C(=C(C(=O)OC)C=C1)NCCCO)NC(NC1=C(C=C(C=C1C)Cl)Cl)=S (Methyl 4-chloro-3-{[(2,4-dichloro-6-methylphenyl)carbamothioyl]amino}-2-[(3-hydroxypropyl)amino]benzoate). The yield is 78.8%. As a reaction SMILES: [NH2:1][C:2]1[C:3]([NH:13][CH2:14][CH2:15][CH2:16][OH:17])=[C:4]([CH:9]=[CH:10][C:11]=1[Cl:12])[C:5]([O:7][CH3:8])=[O:6].[Cl:18][C:19]1[CH:24]=[C:23]([Cl:25])[CH:22]=[C:21]([CH3:26])[C:20]=1[N:27]=[C:28]=[S:29]>O1CCCC1.C(=O)([O-])O.[Na+]>[Cl:12][C:11]1[CH:10]=[CH:9][C:4]([C:5]([O:7][CH3:8])=[O:6])=[C:3]([NH:13][CH2:14][CH2:15][CH2:16][OH:17])[C:2]=1[NH:1][C:28](=[S:29])[NH:27][C:20]1[C:21]([CH3:26])=[CH:22][C:23]([Cl:25])=[CH:24][C:19]=1[Cl:18] |f:3.4|. Procedure details: A mixture of methyl 3-amino-4-chloro-2-[(3-hydroxypropyl)amino]benzoate (1.50 g, 5.80 mmol) and 1,5-dichloro-2-isothiocyanato-3-methylbenzene (1.64 g, 7.52 mmol) in tetrahydrofuran (15 mL) was stirred at 60° C. for 17 hr. The mixture was diluted with saturated aqueous sodium hydrogen carbonate and extracted with ethyl acetate. The combined organic layer was washed with brine, dried over anhydrous magnesium sulfate, filtered and concentrated in vacuo. The residue was washed with diisopropyl ether... Reactants: CCN=C=NCCCN(C)C, COc1cc2nccc(Oc3ccc(OCC(=O)O)cc3)c2cc1OC, ClC(Cl)Cl, Nc1cccc(Cl)c1, Cl, [Na+], O, On1nnc2ccccc21, O=C([O-])O. The product is COc1cc2nccc(Oc3ccc(OCC(=O)Nc4cccc(Cl)c4)cc3)c2cc1OC. RXN SMILES: [CH2:28]([N:29]=[C:30]=[N:31][CH2:32][CH2:33][CH2:34][N:35]([CH3:36])[CH3:37])[CH3:38].[CH3:1][O:2][c:3]1[cH:4][c:5]2[c:6]([O:15][c:16]3[cH:17][cH:18][c:19]([O:20][CH2:21][C:22](=[O:23])[OH:24])[cH:25][cH:26]3)[cH:7][cH:8][n:9][c:10]2[cH:11][c:12]1[O:13][CH3:14].[CH:63]([Cl:64])([Cl:65])[Cl:66].[Cl:50][c:51]1[cH:52][c:53]([NH2:54])[cH:55][cH:56][cH:57]1.[ClH:27].[Na+:58].[OH2:49].[OH:39][n:40]1[c:41]2[c:42]([cH:43][cH:44][cH:45][cH:46]2)[n:47][n:48]1.[OH:59][C:60](=[O:61])[O-:62]>>[CH3:1][O:2][c:3]1[cH:4][c:5]2[c:6]([O:15][c:16]3[cH:17][cH:18][c:19]([O:20][CH2:21][C:22](=[O:23])[NH:54][c:53]4[cH:52][c:51]([Cl:50])[cH:57][cH:56][cH:55]4)[cH:25][cH:26]3)[cH:7][cH:8][n:9][c:10]2[cH:11][c:12]1[O:13][CH3:14]. The reactants are C(C)(C)(C)[Li] (t-butyllithium), C(CN(CC(=O)O)CC(=O)O)N(CC(=O)O)CC(=O)O (ethylenediaminetetraacetic acid), BrC=1C=C(C(=O)C2=CC(=CC=C2)Br)C=CC1 (3,3′-dibromobenzophenone), BrC1=NC=CC=C1 (2-bromopyridine). The reagents and catalysts are [Cl-].[Zn+2].[Cl-] (zinc chloride), C=1C=CC(=CC1)[P](C=2C=CC=CC2)(C=3C=CC=CC3)[Pd]([P](C=4C=CC=CC4)(C=5C=CC=CC5)C=6C=CC=CC6)([P](C=7C=CC=CC7)(C=8C=CC=CC8)C=9C=CC=CC9)[P](C=1C=CC=CC1)(C=1C=CC=CC1)C=1C=CC=CC1 (tetrakis(triphenylphosphine)palladium). Run in O1CCCC1 (tetrahydrofuran), CCCCC (n-pentane), O1CCCC1 (tetrahydrofuran), O1CCCC1 (tetrahydrofuran). Run at temperature -70 celsius, time 15 minute. The product is C(=O)(C1=CC(=CC=C1)C1=NC=CC=C1)C1=CC(=CC=C1)C1=NC=CC=C1 (carbonylbis[3-(2-pyridyl)benzene]). The yield is 75.8%. RXN SMILES: [C:1]([Li])([CH3:4])([CH3:3])C.Br[C:7]1[CH:12]=[CH:11][CH:10]=[CH:9][N:8]=1.Br[C:14]1[CH:15]=[C:16]([CH:26]=[CH:27][CH:28]=1)[C:17]([C:19]1[CH:24]=[CH:23][CH:22]=[C:21](Br)[CH:20]=1)=[O:18].[CH2:29](N(CC(O)=O)CC(O)=O)[CH2:30][N:31](CC(O)=O)CC(O)=O>[Cl-].[Zn+2].[Cl-].C1C=CC([P]([Pd]([P](C2C=CC=CC=2)(C2C=CC=CC=2)C2C=CC=CC=2)([P](C2C=CC=CC=2)(C2C=CC=CC=2)C2C=CC=CC=2)[P](C2C=CC=CC=2)(C2C=CC=CC=2)C2C=CC=CC=2)(C2C=CC=CC=2)C2C=CC=CC=2)=CC=1.O1CCCC1.CCCCC>[C:17]([C:19]1[CH:24]=[CH:23][CH:22]=[C:21]([C:4]2[CH:1]=[CH:3][CH:29]=[CH:30][N:31]=2)[CH:20]=1)([C:16]1[CH:26]=[CH:27][CH:28]=[C:14]([C:7]2[CH:12]=[CH:11][CH:10]=[CH:9][N:8]=2)[CH:15]=1)=[O:18] |f:4.5.6,^1:55,57,76,95|. Procedure: In a nitrogen atmosphere, a n-pentane solution of t-butyllithium (17.8 ml, 1.60M, 28.5 mmol) was dropwise added to tetrahydrofuran cooled to −70° C., then a tetrahydrofuran (5 ml) solution of 2-bromopyridine (1.2 ml, 12.9 mmol) was added thereto while 15 minutes, after a dropwise, the mixture was stirred at −70° C. for 30 minutes. Then, a tetrahydrofuran solution of zinc chloride (31.8 ml, 0.50 M, 15.9 mmol) was added to the mixture while 10 minutes. Thereafter, the temperature of the reaction m...